Dataset: the Open Reaction Database (ORD), a public repository of structured organic reaction records. Task: describe an organic reaction: reactants, conditions, products, and yield Reactants: C1(C=2N(CC1)C=CC2C(=O)OC)C(=O)OC (Dimethyl 2,3-dihydro-1H-pyrrolo[1,2-a]pyrrole-1,7-dicarboxylate), [OH-].[Na+] (sodium hydroxide), Cl (hydrochloric acid). Solvent: O (water). Run at temperature 0 celsius. Yields the product C1(C=2N(CC1)C=CC2C(=O)O)C(=O)O (2,3-Dihydro-1H-pyrrolo-[1,2-a]pyrrole-1,7-dicarboxylic acid). The yield is 71.7%. Reaction SMILES: [CH:1]1([C:13]([O:15]C)=[O:14])[CH2:5][CH2:4][N:3]2[CH:6]=[CH:7][C:8]([C:9]([O:11]C)=[O:10])=[C:2]12.[OH-].[Na+].Cl>O>[CH:8]1([C:9]([OH:11])=[O:10])[CH2:7][CH2:6][N:3]2[CH:4]=[CH:5][C:1]([C:13]([OH:15])=[O:14])=[C:2]12 |f:1.2|. Procedure: Dimethyl 2,3-dihydro-1H-pyrrolo[1,2-a]pyrrole-1,7-dicarboxylate (1.26 g, 5 mmol) and sodium hydroxide (1.00 g, 25 mmol) were heated in water (10 mL) at reflux for 1 hour. The resulting solution was cooled to 0° C. and acidified with hydrochloric acid (12M) to pH 1. 2,3-Dihydro-1H-pyrrolo-[1,2-a]pyrrole-1,7-dicarboxylic acid (0.70 g, 71.4% yield) was collected by filtration and dried. The reactants are C#Cc1ccc(C2CCC(CCCCC)CC2)cc1, [Li]CCCC, CCCCCC, N#COc1ccccc1, C1CCOC1, O. The product is CCCCCC1CCC(c2ccc(C#CC#N)cc2)CC1. RXN SMILES: [C:1](#[CH:2])[c:3]1[cH:4][cH:5][c:6]([CH:9]2[CH2:10][CH2:11][CH:12]([CH2:15][CH2:16][CH2:17][CH2:18][CH3:19])[CH2:13][CH2:14]2)[cH:7][cH:8]1.[CH2:20]([Li:21])[CH2:22][CH2:23][CH3:24].[CH3:40][CH2:41][CH2:42][CH2:43][CH2:44][CH3:45].[N:25]#[C:26][O:27][c:28]1[cH:29][cH:30][cH:31][cH:32][cH:33]1.[O:35]1[CH2:36][CH2:37][CH2:38][CH2:39]1.[OH2:34]>>[C:1](#[C:2][C:26]#[N:25])[c:3]1[cH:4][cH:5][c:6]([CH:9]2[CH2:10][CH2:11][CH:12]([CH2:15][CH2:16][CH2:17][CH2:18][CH3:19])[CH2:13][CH2:14]2)[cH:7][cH:8]1. The reactants are O=C=NCc1ccc(F)cc1, C1CCOC1, O=C1OC(Cc2ccccc2)(Cc2ccccc2)C2CNCCN12. Product: O=C(NCc1ccc(F)cc1)N1CCN2C(=O)OC(Cc3ccccc3)(Cc3ccccc3)C2C1. Reaction SMILES: [F:25][c:26]1[cH:27][cH:28][c:29]([CH2:30][N:31]=[C:32]=[O:33])[cH:34][cH:35]1.[O:36]1[CH2:37][CH2:38][CH2:39][CH2:40]1.[c:1]1([CH2:7][C:8]2([CH2:18][c:19]3[cH:20][cH:21][cH:22][cH:23][cH:24]3)[O:9][C:10](=[O:17])[N:11]3[CH:12]2[CH2:13][NH:14][CH2:15][CH2:16]3)[cH:2][cH:3][cH:4][cH:5][cH:6]1>>[c:1]1([CH2:7][C:8]2([CH2:18][c:19]3[cH:20][cH:21][cH:22][cH:23][cH:24]3)[O:9][C:10](=[O:17])[N:11]3[CH:12]2[CH2:13][N:14]([C:32]([NH:31][CH2:30][c:29]2[cH:28][cH:27][c:26]([F:25])[cH:35][cH:34]2)=[O:33])[CH2:15][CH2:16]3)[cH:2][cH:3][cH:4][cH:5][cH:6]1. The reactants are CCOC(=O)c1ccc(I)cc1, COc1cc(C2CC=CO2)cc(OC)c1OC, CC#N, CC(=O)[O-], CC(=O)[O-], [Pd+2], c1ccc(P(c2ccccc2)c2ccccc2)cc1. Product: CCOC(=O)c1ccc(C2C=CC(c3cc(OC)c(OC)c(OC)c3)O2)cc1. RXN SMILES: [CH2:18]([CH3:19])[O:20][C:21]([c:22]1[cH:23][cH:24][c:25]([I:28])[cH:26][cH:27]1)=[O:29].[CH3:1][O:2][c:3]1[cH:4][c:5]([CH:13]2[O:14][CH:15]=[CH:16][CH2:17]2)[cH:6][c:7]([O:11][CH3:12])[c:8]1[O:9][CH3:10].[CH3:49][C:50]#[N:51].[O-:53][C:54]([CH3:55])=[O:56].[O-:57][C:58]([CH3:59])=[O:60].[Pd+2:52].[c:30]1([P:31]([c:32]2[cH:33][cH:34][cH:35][cH:36][cH:37]2)[c:38]2[cH:39][cH:40][cH:41][cH:42][cH:43]2)[cH:44][cH:45][cH:46][cH:47][cH:48]1>>[CH3:1][O:2][c:3]1[cH:4][c:5]([CH:13]2[O:14][CH:15]([c:25]3[cH:24][cH:23][c:22]([C:21]([O:20][CH2:18][CH3:19])=[O:29])[cH:27][cH:26]3)[CH:16]=[CH:17]2)[cH:6][c:7]([O:11][CH3:12])[c:8]1[O:9][CH3:10]. Solvent: O (water). Reported procedure: The dimethyl acetal of 3-[1-propyl-3-(5-methylthio-1,3,4-thiadiazol-2-yl)ureido]propionaldehyde (15 grams), water (400 ml ) and hydrochloric acid (4 ml) are charged into a glass reaction vessel equipped with a mechanical stirrer, thermometer and reflux condenser. The reaction mixture is heated at reflux for a period of about 15 minutes. The reaction mixture is then filtered while hot and the filtrate is cooled to form a precipitate. The precipitate is recovered by filtration, is dried and is rec... RXN SMILES: [CH2:1]([N:4]([CH2:15][CH2:16][CH:17]=[O:18])[C:5]([NH:7][C:8]1[S:9][C:10]([S:13][CH3:14])=[N:11][N:12]=1)=[O:6])[CH2:2][CH3:3].Cl>O>[CH3:14][S:13][C:10]1[S:9][C:8]([N:7]2[CH:17]([OH:18])[CH2:16][CH2:15][N:4]([CH2:1][CH2:2][CH3:3])[C:5]2=[O:6])=[N:12][N:11]=1. Yields the product CSC1=NN=C(S1)N1C(N(CCC1O)CCC)=O (tetrahydro-1-(5-methylthio-1,3,4-thiadiazol-2-yl)-3-propyl-6-hydroxy-2(1H)-pyrimidinone). Starting materials: dimethyl acetal, C(CC)N(C(=O)NC=1SC(=NN1)SC)CCC=O (3-[1-propyl-3-(5-methylthio-1,3,4-thiadiazol-2-yl)ureido]propionaldehyde), Cl (hydrochloric acid). Starting materials: 4-[, Cl.C1(=CC=CC=C1)C(=O)C1=CC=C(OC(CCC)N)C=C1 ((4-phenylcarbonylphenoxy]butaneamine hydrochloride), N1=CC=CC=C1 (pyridine), O (water), CCCCCC (hexane), BrC1=CC=C(C=C1)S(=O)(=O)Cl (4-bromobenzenesulfonyl chloride). Solvent: ClCCl (dichloromethane), C(C)N(CC)CC (triethylamine). Run at time 18 hour. The product is BrC1=CC=C(C=C1)S(=O)(=O)NCCCCOC1=CC=C(C=C1)C(=O)C1=CC=CC=C1 (4-Bromo-N-[4-(4-phenylcarbonylphenoxy)butyl]benzenesulfonamide). Reaction SMILES: Cl.[C:2]1([C:8]([C:10]2[CH:21]=[CH:20][C:13]([O:14][CH:15](N)[CH2:16][CH2:17][CH3:18])=[CH:12][CH:11]=2)=[O:9])[CH:7]=[CH:6][CH:5]=[CH:4][CH:3]=1.[Br:22][C:23]1[CH:28]=[CH:27][C:26]([S:29](Cl)(=[O:31])=[O:30])=[CH:25][CH:24]=1.O.CCCCCC.[N:40]1C=CC=CC=1>C(N(CC)CC)C.ClCCl>[Br:22][C:23]1[CH:28]=[CH:27][C:26]([S:29]([NH:40][CH2:18][CH2:17][CH2:16][CH2:15][O:14][C:13]2[CH:20]=[CH:21][C:10]([C:8]([C:2]3[CH:7]=[CH:6][CH:5]=[CH:4][CH:3]=3)=[O:9])=[CH:11][CH:12]=2)(=[O:31])=[O:30])=[CH:25][CH:24]=1 |f:0.1|. Procedure: To a solution of 2.0 g of 4-[(4-phenylcarbonylphenoxy]butaneamine hydrochloride (example 62) in a mixture of 40 ml of pyridine and 3 ml of triethylamine is added 2.0 g of 4-bromobenzenesulfonyl chloride. The reaction mixture is stirred at room temperature for 18 hours, heated on the steam bath for one hour, and then added to 250 ml of water. Cooling at 0° C. gives an oil which is dissolved in 100 ml of dichloromethane. Addition of 150 ml of hexane is followed by concentration to turbidity (steam... The reactants are [CH2]C, C1CCOC1, CCOC(C)=O, O=C1C=C(Cl)C(=O)C(Cl)=C1, Cl. Yields the product CCOC(=O)CC1(O)C=C(Cl)C(=O)C(Cl)=C1. Reaction SMILES: [CH2:1][CH3:2].[CH2:20]1[O:21][CH2:22][CH2:23][CH2:24]1.[CH3:14][CH2:15][O:16][C:17]([CH3:18])=[O:19].[Cl:3][C:4]1=[CH:9][C:8](=[O:10])[CH:7]=[C:6]([Cl:11])[C:5]1=[O:12].[ClH:13]>>[Cl:3][C:4]1=[CH:9][C:8]([OH:10])([CH2:18][C:17]([O:16][CH2:15][CH3:14])=[O:19])[CH:7]=[C:6]([Cl:11])[C:5]1=[O:12]. The reactants are COC(=O)c1ccc(Br)c(C)c1, C=CC(=O)OC(C)(C)C, CC(=O)[O-], [Na+], c1ccc(P(c2ccccc2)(c2ccccc2)[Pd](P(c2ccccc2)(c2ccccc2)c2ccccc2)(P(c2ccccc2)(c2ccccc2)c2ccccc2)P(c2ccccc2)(c2ccccc2)c2ccccc2)cc1. Product: COC(=O)c1ccc(C=CC(=O)OC(C)(C)C)c(C)c1. RXN SMILES: [Br:1][c:2]1[c:3]([CH3:12])[cH:4][c:5]([C:6](=[O:7])[O:8][CH3:9])[cH:10][cH:11]1.[C:13]([CH:14]=[CH2:15])(=[O:16])[O:17][C:18]([CH3:19])([CH3:20])[CH3:21].[CH3:23][C:24](=[O:25])[O-:26].[Na+:22].[cH:27]1[cH:28][cH:29][c:30]([P:31]([Pd:32]([P:33]([c:34]2[cH:35][cH:36][cH:37][cH:38][cH:39]2)([c:40]2[cH:41][cH:42][cH:43][cH:44][cH:45]2)[c:46]2[cH:47][cH:48][cH:49][cH:50][cH:51]2)([P:52]([c:53]2[cH:54][cH:55][cH:56][cH:57][cH:58]2)([c:59]2[cH:60][cH:61][cH:62][cH:63][cH:64]2)[c:65]2[cH:66][cH:67][cH:68][cH:69][cH:70]2)[P:71]([c:72]2[cH:73][cH:74][cH:75][cH:76][cH:77]2)([c:78]2[cH:79][cH:80][cH:81][cH:82][cH:83]2)[c:84]2[cH:85][cH:86][cH:87][cH:88][cH:89]2)([c:90]2[cH:91][cH:92][cH:93][cH:94][cH:95]2)[c:96]2[cH:97][cH:98][cH:99][cH:100][cH:101]2)[cH:102][cH:103]1>>[c:2]1([CH:15]=[CH:14][C:13](=[O:16])[O:17][C:18]([CH3:19])([CH3:20])[CH3:21])[c:3]([CH3:12])[cH:4][c:5]([C:6](=[O:7])[O:8][CH3:9])[cH:10][cH:11]1.